Dataset: the Open Reaction Database (ORD), a public repository of structured organic reaction records. Task: describe an organic reaction: reactants, conditions, products, and yield Reactants: O=POP=O (diphosphorus trioxide), OCNC(C)=O (N-hydroxymethylacetamide), O (water). The solvent is C(C)(=O)O (acetic acid). Conditions: temperature 5 celsius. Product: C(C)(=O)NCP(O)(=O)O (acetylaminomethanephosphonic acid). The yield is 154.4%. As a reaction SMILES: O[CH2:2][NH:3][C:4](=[O:6])[CH3:5].O=P[O:9][P:10]=[O:11].[OH2:12]>C(O)(=O)C>[C:4]([NH:3][CH2:2][P:10]([OH:11])(=[O:12])[OH:9])(=[O:6])[CH3:5]. Procedure: 20 g (0.225 mol) of N-hydroxymethylacetamide were dissolved in 20 ml of acetic acid and cooled to 5° C. under a nitrogen atmosphere and with stirring. 12.4 g (0.113 mol) of diphosphorus trioxide (P2O3) were then added dropwise at 5° to 10° C. with stirring during the course of 20 minutes. The mixture was then stirred without cooling until room temperature was reached. It was then heated to reflux for 31/2 hours. It was then cooled. 2 g (0.11 mol) of water were then added dropwise with stirring, ... Starting materials: N1(CCNCC1)C=1C=C2CCC(NC2=CC1)=O (6-(1-piperazinyl)-3,4-dihydrocarbostyril), C([O-])([O-])=O.[K+].[K+] (potassium carbonate), CN(C)C=O (DMF), ClC1=CC=C(CCl)C=C1 (4-chlorobenzyl chloride). Solvent: O (water). Reaction conditions: time 4 hour. Yields the product ClC1=CC=C(CN2CCN(CC2)C=2C=C3CCC(NC3=CC2)=O)C=C1 (6-[4-(4-chlorobenzyl)-1-piperazinyl]-3,4-dihydrocarbostyril). Isolated yield 32.5%. As a reaction SMILES: [N:1]1([C:7]2[CH:8]=[C:9]3[C:14](=[CH:15][CH:16]=2)[NH:13][C:12](=[O:17])[CH2:11][CH2:10]3)[CH2:6][CH2:5][NH:4][CH2:3][CH2:2]1.C(=O)([O-])[O-].[K+].[K+].CN(C=O)C.[Cl:29][C:30]1[CH:37]=[CH:36][C:33]([CH2:34]Cl)=[CH:32][CH:31]=1>O>[Cl:29][C:30]1[CH:37]=[CH:36][C:33]([CH2:34][N:4]2[CH2:5][CH2:6][N:1]([C:7]3[CH:8]=[C:9]4[C:14](=[CH:15][CH:16]=3)[NH:13][C:12](=[O:17])[CH2:11][CH2:10]4)[CH2:2][CH2:3]2)=[CH:32][CH:31]=1 |f:1.2.3|. Procedure: To a mixture of 1.0 g of 6-(1-piperazinyl)-3,4-dihydrocarbostyril, 1.11 g of potassium carbonate and 20 ml of DMF was added 780 mg of 4-chlorobenzyl chloride and the mixture was stirred at 70°-80° C. for 4 hours. The reaction mixture was poured into a large amount of water and extracted with chloroform. Chloroform was distilled off and the residue was purified through silica gel column chromatography. Recrystallization from chloroform-methanol gave 500 mg of 6-[4-(4-chlorobenzyl)-1-piperazinyl]-... The reactants are CCCCOCCOc1ccc(-c2ccc3c(c2)C=C(C(=O)Nc2ccc(SCc4nccs4)cc2)CCN3CC(C)C)cc1, ClCCl, [Na+], [Na+], O=C(OO)c1cccc(Cl)c1, O=S([O-])([O-])=S. Yields the product CCCCOCCOc1ccc(-c2ccc3c(c2)C=C(C(=O)Nc2ccc(S(=O)Cc4nccs4)cc2)CCN3CC(C)C)cc1. As a reaction SMILES: [CH2:1]([CH2:2][CH2:3][CH3:4])[O:5][CH2:6][CH2:7][O:8][c:9]1[cH:10][cH:11][c:12](-[c:15]2[cH:16][cH:17][c:18]3[c:19]([cH:45]2)[CH:20]=[C:21]([C:29](=[O:30])[NH:31][c:32]2[cH:33][cH:34][c:35]([S:38][CH2:39][c:40]4[s:41][cH:42][cH:43][n:44]4)[cH:36][cH:37]2)[CH2:22][CH2:23][N:24]3[CH2:25][CH:26]([CH3:27])[CH3:28])[cH:13][cH:14]1.[Cl:64][CH2:65][Cl:66].[Na+:62].[Na+:63].[OH:46][O:47][C:48]([c:49]1[cH:50][c:51]([Cl:52])[cH:53][cH:54][cH:55]1)=[O:56].[S:57]([O-:58])([O-:59])(=[O:60])=[S:61]>>[CH2:1]([CH2:2][CH2:3][CH3:4])[O:5][CH2:6][CH2:7][O:8][c:9]1[cH:10][cH:11][c:12](-[c:15]2[cH:16][cH:17][c:18]3[c:19]([cH:45]2)[CH:20]=[C:21]([C:29](=[O:30])[NH:31][c:32]2[cH:33][cH:34][c:35]([S:38]([CH2:39][c:40]4[s:41][cH:42][cH:43][n:44]4)=[O:46])[cH:36][cH:37]2)[CH2:22][CH2:23][N:24]3[CH2:25][CH:26]([CH3:27])[CH3:28])[cH:13][cH:14]1. Starting materials: C1CCOC1, Cc1ccc([N+](=O)[O-])cc1N1CCC2(CC1)OCCO2, CO. Product: Cc1ccc(N)cc1N1CCC2(CC1)OCCO2. As a reaction SMILES: [CH2:21]1[O:22][CH2:23][CH2:24][CH2:25]1.[CH3:1][c:2]1[c:3]([N:11]2[CH2:12][CH2:13][C:14]3([O:15][CH2:16][CH2:17][O:18]3)[CH2:19][CH2:20]2)[cH:4][c:5]([N+:8]([O-:9])=[O:10])[cH:6][cH:7]1.[CH3:26][OH:27]>>[CH3:1][c:2]1[c:3]([N:11]2[CH2:12][CH2:13][C:14]3([O:15][CH2:16][CH2:17][O:18]3)[CH2:19][CH2:20]2)[cH:4][c:5]([NH2:8])[cH:6][cH:7]1. The reactants are BrC=1C=CC(=C(C(=O)O)C1)OCC1=CC=CC=C1 (5-bromo-2-[(phenylmethyl)oxy]benzoic acid), N1=NC(=CC=C1)N (pyridazin-3-amine). Run in C1CCOC1 (THF). Conditions: time 10 minute. Yields the product BrC=1C=CC(=C(C(=O)NC=2N=NC=CC2)C1)OCC1=CC=CC=C1 (5-Bromo-2-[(phenylmethyl)oxy]-N-3-pyridazinylbenzamide). Reaction SMILES: [Br:1][C:2]1[CH:3]=[CH:4][C:5]([O:11][CH2:12][C:13]2[CH:18]=[CH:17][CH:16]=[CH:15][CH:14]=2)=[C:6]([CH:10]=1)[C:7]([OH:9])=O.[N:19]1[CH:24]=[CH:23][CH:22]=[C:21]([NH2:25])[N:20]=1>C1COCC1>[Br:1][C:2]1[CH:3]=[CH:4][C:5]([O:11][CH2:12][C:13]2[CH:18]=[CH:17][CH:16]=[CH:15][CH:14]=2)=[C:6]([CH:10]=1)[C:7]([NH:25][C:21]1[N:20]=[N:19][CH:24]=[CH:23][CH:22]=1)=[O:9]. Procedure details: Solid 5-bromo-2-[(phenylmethyl)oxy]benzoic acid (may be prepared as described in Description 5, method C; 200 mg, 0.651 mmol) was added to a stirred suspension of CD (106 mg, 0.651 mmol) in THF (6 ml) under nitrogen at 20° C. The reaction mixture was stirred at room temperature for 10 min and pyridazin-3-amine (61.9 mg, 0.651 mmol) was added dropwise. After refluxing for 14 h, the reaction mixture was concentrated to obtain crude product. The crude product was purified by silica gel chromatograp...